Dataset: the Open Reaction Database (ORD), a public repository of structured organic reaction records. Task: describe an organic reaction: reactants, conditions, products, and yield The reactants are Cl.NC=1SC=C(N1)C(C(=O)NC1[C@@H]2N(C(=C(CS2)CSC=2SC=NN2)C(=O)O)C1=O)=NOCC(NNC(NC(C1=CC(=C(C=C1)OC(C)=O)OC(C)=O)=O)=O)=O (7-{2-[2-amino-1,3-thiazol-4-yl]-2-[3-((3,4-diacetoxybenzoyl)carbamoyl)carbazoyl]methoxyiminoacetamido}-3-[(1,3,4-thiadiazol-2-yl)thiomethyl]-3-cephem-4-carboxylic acid.hydrochloride), N (ammonia), CCOCC (ether), C(C)(=O)OC=1C=C(C(=O)N=C=O)C=CC1OC(C)=O (3,4-diacetoxybenzoylisocyanate). The solvent is CO (methanol). Conditions: time 1 hour. The product is NC=1SC=C(N1)C(C(=O)NC1[C@@H]2N(C(=C(CS2)CSC=2SC=NN2)C(=O)[O-])C1=O)=NOCC(NNC(NC(C1=CC(=C(C=C1)O)O)=O)=O)=O.[NH4+] (ammonium 7-{2-[2-amino-1,3-thiazol-4-yl]-2-[3-((3,4-dihydroxybenzoyl)carbamoyl)carbazoyl]methoxyiminoacetamido}-3-[(1,3,4-thiadiazol-2-yl)thiomethyl]-3-cephem-4-carboxylate). The yield is 72.0%. RXN SMILES: Cl.[NH2:2][C:3]1[S:4][CH:5]=[C:6]([C:8](=[N:31][O:32][CH2:33][C:34](=[O:56])[NH:35][NH:36][C:37](=[O:55])[NH:38][C:39](=[O:54])[C:40]2[CH:45]=[CH:44][C:43]([O:46]C(=O)C)=[C:42]([O:50]C(=O)C)[CH:41]=2)[C:9]([NH:11][CH:12]2[C:29](=[O:30])[N:14]3[C:15]([C:26]([OH:28])=[O:27])=[C:16]([CH2:19][S:20][C:21]4[S:22][CH:23]=[N:24][N:25]=4)[CH2:17][S:18][C@H:13]23)=[O:10])[N:7]=1.N.C(OC1C=C(C=CC=1OC(=O)C)C([N:67]=C=O)=O)(=O)C.CCOCC>CO>[NH2:2][C:3]1[S:4][CH:5]=[C:6]([C:8](=[N:31][O:32][CH2:33][C:34](=[O:56])[NH:35][NH:36][C:37](=[O:55])[NH:38][C:39](=[O:54])[C:40]2[CH:45]=[CH:44][C:43]([OH:46])=[C:42]([OH:50])[CH:41]=2)[C:9]([NH:11][CH:12]2[C:29](=[O:30])[N:14]3[C:15]([C:26]([O-:28])=[O:27])=[C:16]([CH2:19][S:20][C:21]4[S:22][CH:23]=[N:24][N:25]=4)[CH2:17][S:18][C@H:13]23)=[O:10])[N:7]=1.[NH4+:67] |f:0.1,6.7|. Procedure: In 10 ml of methanol was dissolved 0.41 g (0.47 mmole) of 7-{2-[2-amino-1,3-thiazol-4-yl]-2-[3-((3,4-diacetoxybenzoyl)carbamoyl)carbazoyl]methoxyiminoacetamido}-3-[(1,3,4-thiadiazol-2-yl)thiomethyl]-3-cephem-4-carboxylic acid hydrochloride obtained in Example 49, and 0.3 ml of 25% aqueous ammonia was added thereto and the mixture was stirred at room temperature for one hour. To the resulting solution was added 0.22 g (0.84 mmole) of 3,4-diacetoxybenzoylisocyanate and the mixture was stirred at r... Starting materials: ClC1=NC=C(C#N)C=C1 (6-chloro-nicotinonitrile), C[O-].[Na+] (sodium methoxide), CO (methanol). Yields the product COC1=NC=C(C#N)C=C1 (6-methoxy-nicotinonitrile). The yield is 117.0%. RXN SMILES: Cl[C:2]1[CH:9]=[CH:8][C:5]([C:6]#[N:7])=[CH:4][N:3]=1.[CH3:10][O-:11].[Na+].CO>>[CH3:10][O:11][C:2]1[CH:9]=[CH:8][C:5]([C:6]#[N:7])=[CH:4][N:3]=1 |f:1.2|. Reported procedure: To a solution of 4-aminomethylphenylboronic acid hydrochloride (2.0 g, 13.2 mmol) in methanol (20 ml) was added di-tert-butyl dicarbonate (3.16 g, 15.5 mmol) and sodium bicarbonate (3.32 g, 19.8 mmol). The mixture was sonicated for 4 h then concentrated under reduced pressure. The residue was partitioned between ethyl acetate and water. The organic phase was washed with brine, dried over anhydrous magnesium sulfate and the solvent evaporated to give (4-bromo-benzyl)-carbamic acid tert-butyl este... Reactants: C#CC(CCC)(CCC)OC(C)=O, CCNCC, C1COCCO1. Product: CCCC(C#CCN(CC)CC)(CCC)OC(C)=O. Reaction SMILES: [C:1]([CH3:2])(=[O:3])[O:4][C:5]([C:6]#[CH:7])([CH2:8][CH2:9][CH3:10])[CH2:11][CH2:12][CH3:13].[CH2:14]([CH3:15])[NH:16][CH2:17][CH3:18].[O:19]1[CH2:20][CH2:24][O:23][CH2:22][CH2:21]1>>[C:1]([CH3:2])(=[O:3])[O:4][C:5]([C:6]#[C:7][CH2:20][N:16]([CH2:14][CH3:15])[CH2:17][CH3:18])([CH2:8][CH2:9][CH3:10])[CH2:11][CH2:12][CH3:13]. Starting materials: C(C1=CC=CC=C1)OC1=CC=C2C(=N1)NC=N2 (5-(benzyloxy)-3H-imidazo[4,5-b]pyridine), C(C)C1=C(C=CC=C1)B(O)O (2-ethylphenylboronic acid). Product: C(C)C1=C(C=CC=C1)N1C=NC=2C1=NC(=CC2)O (3-(2-Ethylphenyl)-3H-imidazo[4,5-b]pyridin-5-ol). Reaction SMILES: C([O:8][C:9]1[N:14]=[C:13]2[NH:15][CH:16]=[N:17][C:12]2=[CH:11][CH:10]=1)C1C=CC=CC=1.[CH2:18]([C:20]1[CH:25]=[CH:24][CH:23]=[CH:22][C:21]=1B(O)O)[CH3:19]>>[CH2:18]([C:20]1[CH:25]=[CH:24][CH:23]=[CH:22][C:21]=1[N:15]1[C:13]2=[N:14][C:9]([OH:8])=[CH:10][CH:11]=[C:12]2[N:17]=[CH:16]1)[CH3:19]. Procedure: From 5-(benzyloxy)-3H-imidazo[4,5-b]pyridine and 2-ethylphenylboronic acid, prepared in a similar manner as the one described in Example 1.26, the title compound was obtained. LCMS m/z=239.9 [M+H]+. The reactants are CC(CC)OC1=CC=C(OCC=O)C=C1 (4-(1-methylpropoxy)phenoxyacetaldehyde), N1=CC=CC=C1 (pyridine), Cl.C(C)ON (ethoxyamine hydrochloride), O (water). Solvent: O1CCOCC1 (p-dioxane). Reaction conditions: time 6 hour. The product is C(C)ON=CCOC1=CC=C(C=C1)OC(CC)C (4-(1-methylpropoxy)phenoxyacetaldehyde O-ethyloxime). Reaction SMILES: [CH3:1][CH:2]([O:5][C:6]1[CH:15]=[CH:14][C:9]([O:10][CH2:11][CH:12]=O)=[CH:8][CH:7]=1)[CH2:3][CH3:4].N1C=CC=CC=1.Cl.[CH2:23]([O:25][NH2:26])[CH3:24].O>O1CCOCC1>[CH2:23]([O:25][N:26]=[CH:12][CH2:11][O:10][C:9]1[CH:8]=[CH:7][C:6]([O:5][CH:2]([CH3:1])[CH2:3][CH3:4])=[CH:15][CH:14]=1)[CH3:24] |f:2.3|. Procedure: To a mixture of 4-(1-methylpropoxy)phenoxyacetaldehyde (0.68 g, 3.3 mmol) and pyridine (0.50 g, 6.3 mmol) in 5 ml of p-dioxane is added a solution of ethoxyamine hydrochloride (0.60 g, 6.2 mmol) in a minimum amount of water. The reaction mixture is stirred at RT for 6 hours, after which the dioxane is removed in vacuo. The residue is taken up in ether and the organic layer is washed with water. The aqueous phase is extracted with ether, and the combined organic phases are dried, the solvent is r... Reactants: NC(C[C@@H](C(=O)OCC1=CC=CC=C1)NC(=O)OC(C)(C)C)=O ((S)-benzyl 4-amino-2-(tert-butoxycarbonylamino)-4-oxobutanoate), COC=1C=CC(=CC1)P2(=S)SP(=S)(S2)C=3C=CC(=CC3)OC (Lawesson's reagent), NN (Hydrazine). Solvent: O1CCCC1 (tetrahydrofuran). Conditions: time 72 hour. Product: C(C1=CC=CC=C1)OC([C@H](CC(N)=S)NC(=O)OC(C)(C)C)=O ((S)-tert-butoxycarbonylamino-3-thiocarbamoyl-propionic acid benzyl ester). RXN SMILES: [NH2:1][C:2](=O)[CH2:3][C@H:4]([NH:15][C:16]([O:18][C:19]([CH3:22])([CH3:21])[CH3:20])=[O:17])[C:5]([O:7][CH2:8][C:9]1[CH:14]=[CH:13][CH:12]=[CH:11][CH:10]=1)=[O:6].COC1C=CC(P2(SP(C3C=CC(OC)=CC=3)(=S)S2)=[S:33])=CC=1.NN>O1CCCC1>[CH2:8]([O:7][C:5](=[O:6])[C@@H:4]([NH:15][C:16]([O:18][C:19]([CH3:22])([CH3:21])[CH3:20])=[O:17])[CH2:3][C:2](=[S:33])[NH2:1])[C:9]1[CH:14]=[CH:13][CH:12]=[CH:11][CH:10]=1. Procedure: A 1-L round bottom flask was charged with (S)-benzyl 4-amino-2-(tert-butoxycarbonylamino)-4-oxobutanoate (10.0 g, 31.0 mmol), Lawesson's reagent (6.58 g, 16.3 mmol), and tetrahydrofuran (155 mL). Hydrazine (7.8 mL, 0.248 mol) was added and the resulting mixture was stirred at room temperature for 72 h. The resulting mixture was then concentrated in vacuo and the residue purified via flash silica gel chromatography (Analogix IF-280, SF40-400 g column, gradient 90:10-60:40 Heptane:EtOAc) to yield-...